This data is from the Open Reaction Database (ORD), a public repository of structured organic reaction records. The task is: describe an organic reaction: reactants, conditions, products, and yield Reactants: C([C@@H](O)C)(=O)OC(C)(C)C (tert-butyl L-(+)-lactate), [N+](=O)([O-])C1=C(OC2=CC=C(C=C2)O)C=CC(=C1)[N+](=O)[O-] (4-(2',4'-dinitrophenoxy)phenol), C1(=CC=CC=C1)P(C1=CC=CC=C1)C1=CC=CC=C1 (triphenylphosphine), CCOC(=O)/N=N/C(=O)OCC (diethylazodicarboxylate). The solvent is O1CCCC1 (tetrahydrofuran). Run at time 19 hour. Product: [N+](=O)([O-])C1=C(OC2=CC=C(O[C@@H](C(=O)OC(C)(C)C)C)C=C2)C=CC(=C1)[N+](=O)[O-] (tert-butyl (2R)-(+)-2-(4'-(2",4"-dinitrophenoxy)phenoxy]propionate). The yield is 52.4%. Reaction SMILES: [C:1]([O:6][C:7]([CH3:10])([CH3:9])[CH3:8])(=[O:5])[C@H:2]([CH3:4])[OH:3].[N+:11]([C:14]1[CH:27]=[C:26]([N+:28]([O-:30])=[O:29])[CH:25]=[CH:24][C:15]=1[O:16][C:17]1[CH:22]=[CH:21][C:20](O)=[CH:19][CH:18]=1)([O-:13])=[O:12].C1(P(C2C=CC=CC=2)C2C=CC=CC=2)C=CC=CC=1.CCOC(/N=N/C(OCC)=O)=O>O1CCCC1>[N+:11]([C:14]1[CH:27]=[C:26]([N+:28]([O-:30])=[O:29])[CH:25]=[CH:24][C:15]=1[O:16][C:17]1[CH:22]=[CH:21][C:20]([O:3][C@H:2]([CH3:4])[C:1]([O:6][C:7]([CH3:10])([CH3:9])[CH3:8])=[O:5])=[CH:19][CH:18]=1)([O-:13])=[O:12]. Procedure: To a stirred solution of known tert-butyl L-(+)-lactate (1.00 g), 4-(2',4'-dinitrophenoxy)phenol (2.08 g) and triphenylphosphine (1.98 g) in dry tetrahydrofuran (58 ml) on an ice bath, diethylazodicarboxylate (1.18 ml) was added dropwise. After the addition, the ice bath was removed and the mixture was further stirred at room temperature for 19 hours. The reaction mixture was evaporated with a rotary evaporator. The residue thus obtained was purified by silica gel chromatography [silica gel 344 ... The reactants are BrB(Br)Br, CCOC(=O)CC1CCn2c1cc1c(C)c(OC)ccc12, ClCCl, [Na+], O=C([O-])O. Product: CCOC(=O)CC1CCn2c1cc1c(C)c(O)ccc12. As a reaction SMILES: [B:22]([Br:23])([Br:24])[Br:25].[CH3:1][O:2][c:3]1[c:4]([CH3:21])[c:5]2[cH:6][c:7]3[n:8]([c:9]2[cH:10][cH:11]1)[CH2:12][CH2:13][CH:14]3[CH2:15][C:16](=[O:17])[O:18][CH2:19][CH3:20].[Cl:31][CH2:32][Cl:33].[Na+:30].[O-:26][C:27]([OH:28])=[O:29]>>[OH:2][c:3]1[c:4]([CH3:21])[c:5]2[cH:6][c:7]3[n:8]([c:9]2[cH:10][cH:11]1)[CH2:12][CH2:13][CH:14]3[CH2:15][C:16](=[O:17])[O:18][CH2:19][CH3:20]. The reactants are ClC1=C(C=CC2=C1C(N(CC=1N2C=NC1C1=NOC(=N1)CN(CCC)CCC)C)=O)F (7-chloro-3-(5-dipropylaminomethyl-1,2,4-oxadiazol-3-yl) -8-fluoro-5-methyl-5,6-dihydro-4H-imidazo [1,5-a][1,4]benzodiazepin-6-one), Cl (hydrochloric acid), CCOCC (ether). Solvent: C(C)O (ethanol). Run at time 30 minute. Product: Cl.ClC1=C(C=CC2=C1C(N(CC=1N2C=NC1C1=NOC(=N1)CN(CCC)CCC)C)=O)F (7-chloro-3-(5-dipropylaminomethyl-1,2,4-oxadiazol-3-yl)-8-fluoro-5-methyl-5,6-dihydro-4H-imidazo[1,5-a][1,4]benzodiazepin-6-one hydrochloride). Yield: 167.0%. RXN SMILES: [Cl:1][C:2]1[C:7]2[C:8](=[O:30])[N:9]([CH3:29])[CH2:10][C:11]3[N:12]([CH:13]=[N:14][C:15]=3[C:16]3[N:20]=[C:19]([CH2:21][N:22]([CH2:26][CH2:27][CH3:28])[CH2:23][CH2:24][CH3:25])[O:18][N:17]=3)[C:6]=2[CH:5]=[CH:4][C:3]=1[F:31].Cl.CCOCC>C(O)C>[ClH:1].[Cl:1][C:2]1[C:7]2[C:8](=[O:30])[N:9]([CH3:29])[CH2:10][C:11]3[N:12]([CH:13]=[N:14][C:15]=3[C:16]3[N:20]=[C:19]([CH2:21][N:22]([CH2:26][CH2:27][CH3:28])[CH2:23][CH2:24][CH3:25])[O:18][N:17]=3)[C:6]=2[CH:5]=[CH:4][C:3]=1[F:31] |f:4.5|. Procedure: 1.25 g (2.8 mmol) of 7-chloro-3-(5-dipropylaminomethyl-1,2,4-oxadiazol-3-yl) -8-fluoro-5-methyl-5,6-dihydro-4H-imidazo [1,5-a][1,4]benzodiazepin-6-one in 20 ml ethanol were treated with 0.84 ml (3.07 mmol) of 3.7N ethanolic hydrochloric acid. After stirring at 0° for 30 minutes the solution was treated with 100 ml of ether and the white suspension obtained was suction filtered. There were obtained 1.13 g (84%) of 7-chloro-3-(5-dipropylaminomethyl-1,2,4-oxadiazol-3-yl)-8-fluoro-5-methyl-5,6-dihyd... Starting materials: NC=1C=C(C=CC1)C(C)=O (m-aminoacetophenone), C(C)(C)N(CC)C(C)C (diisopropylethylamine), C1(CC1)C(=O)Cl (cyclopropanecarboxylic acid chloride). The solvent is ClCCl (dichloromethane). Product: C(C)(=O)C=1C=C(C=CC1)NC(=O)C1CC1 (N-(3-Acetylphenyl)cyclopropanecarboxamide). Reaction SMILES: [NH2:1][C:2]1[CH:3]=[C:4]([C:8](=[O:10])[CH3:9])[CH:5]=[CH:6][CH:7]=1.C(N(C(C)C)CC)(C)C.[CH:20]1([C:23](Cl)=[O:24])[CH2:22][CH2:21]1>ClCCl>[C:8]([C:4]1[CH:3]=[C:2]([NH:1][C:23]([CH:20]2[CH2:22][CH2:21]2)=[O:24])[CH:7]=[CH:6][CH:5]=1)(=[O:10])[CH3:9]. Procedure: N-(3-Acetylphenyl)cyclopropanecarboxamide was prepared by the reaction of m-aminoacetophenone, diisopropylethylamine and cyclopropanecarboxylic acid chloride in dichloromethane.